This data is from the Open Reaction Database (ORD), a public repository of structured organic reaction records. The task is: describe an organic reaction: reactants, conditions, products, and yield Reactants: FC(C1=NC(=CC(=C1C(=O)OCC)Cl)C(F)(F)F)(F)F (Ethyl 2,6-bis(trifluoromethyl)-4-chloro-3-pyridinecarboxylate), solution, CNC (dimethylamine). The solvent is O (H2O), CN(C)C=O (DMF), O (H2O). Run at time 3 hour. Yields the product CN(C1=C(C(=NC(=C1)C(F)(F)F)C(F)(F)F)C(=O)OCC)C (Ethyl 4-(dimethylamino)-2,6-bis(trifluoromethyl)-3-pyridinecarboxylate). Reaction SMILES: [F:1][C:2]([F:20])([F:19])[C:3]1[C:8]([C:9]([O:11][CH2:12][CH3:13])=[O:10])=[C:7](Cl)[CH:6]=[C:5]([C:15]([F:18])([F:17])[F:16])[N:4]=1.[CH3:21][NH:22][CH3:23]>O.CN(C=O)C>[CH3:21][N:22]([CH3:23])[C:7]1[CH:6]=[C:5]([C:15]([F:18])([F:17])[F:16])[N:4]=[C:3]([C:2]([F:20])([F:19])[F:1])[C:8]=1[C:9]([O:11][CH2:12][CH3:13])=[O:10]. Reported procedure: A mixture of 7.67 g (0.024 mol) of product of Example 19 and 5.4 g (0.048 mol) of 40% solution of dimethylamine in H2O and 50 ml of DMF was stirred for three hours. The temperature rose to 48° C. and dropped back down to room temperature. The reaction mixture was poured into H2O, extracted with ether, washed with diluted HCl, dried (MgSO4) and concentrated in vacuo to 6.63 g of solid which was recrystallized in hot hexane affording 6.01 g (75.8%) of product as a white solid; mp 63.5°-65° C. Reactants: C(Cl)(Br)C(F)(F)F (halothane), C(Cl)(Br)C(F)(F)F (halothane), C(=O)(O)C(O)C(O)C(=O)O.C(=O)(O)C(O)C(O)C(=O)O.N1=CC=CC(=C1)C1N(C)CCC1 (Nicotine ditartrate), C(=O)(O)C(O)C(O)C(=O)O.C(=O)(O)C(O)C(O)C(=O)O.N1=CC=CC(=C1)C1N(C)CCC1 (nicotine ditartrate). Yields the product N1=CC=CC(=C1)C1N(C)CCC1 (Nicotine). As a reaction SMILES: C(C(F)(F)F)(Br)Cl.C(C(C(C(O)=O)O)O)(O)=O.C(C(C(C(O)=O)O)O)(O)=O.[N:28]1[CH:33]=[C:32]([CH:34]2[CH2:39][CH2:38][CH2:37][N:35]2[CH3:36])[CH:31]=[CH:30][CH:29]=1>>[N:28]1[CH:33]=[C:32]([CH:34]2[CH2:39][CH2:38][CH2:37][N:35]2[CH3:36])[CH:31]=[CH:30][CH:29]=1 |f:1.2.3|. Procedure details: Rats were anesthetized with halothane and Alzet osmotic minipumps (Alza Corporation, Palo Alto, Calif., Model 2ML2) were implanted subcutaneously. Nicotine ditartrate was dissolved in physiological saline. Pumps were filled with either nicotine ditartrate (6 mg/kg base/day) or physiological saline. Twelve days following implantation of pumps, rats were anesthetized with halothane and the pumps were removed. Starting materials: CCCCCC (hexane), C1(CC1)N(C)CC=1C=C(C=C2C(CC(OC12)(C)C)(C)C)C#C[Si](C)(C)C (8-[(cyclopropyl-methyl-amino)-methyl]-2,2,4,4-tetramethyl-6-trimethylsilanylethynyl chroman), C1(CC1)N(C)CC=1C=C(C=C2C(CC(OC12)(C)C)(C)C)C#C[Si](C)(C)C (8-[(cyclopropyl-methyl-amino)-methyl]-2,2,4,4-tetramethyl-6-trimethylsilanylethynyl chroman), oil, C(C)OC(=O)C1CCC(C2=CC(=C(C=C12)C)C#C[Si](C)(C)C)(C)C (4,4,7-Trimethyl-6-trimethylsilanylethynyl-1,2,3,4-tetrahydro-naphthalene-1-carboxylic acid ethyl ester), C(C)OC(=O)C1CCC(C2=CC(=C(C=C12)C)C#C[Si](C)(C)C)(C)C (4,4,7-Trimethyl-6-trimethylsilanylethynyl-1,2,3,4-tetrahydro-naphthalene-1-carboxylic acid ethyl ester), solution, [F-].C(CCC)[N+](CCCC)(CCCC)CCCC (tetra-n-butyl ammonium fluoride), O1CCCC1 (tetrahydrofuran). The reagents and catalysts are Cl[Pd]([P](C1=CC=CC=C1)(C2=CC=CC=C2)C3=CC=CC=C3)([P](C4=CC=CC=C4)(C5=CC=CC=C5)C6=CC=CC=C6)Cl (dichlorobis(triphenylphosphine)palladium(II)), [Cu]I (copper(I)iodide). The solvent is O (Water), C(C)(=O)OCC (ethyl acetate), C(C)N(CC)CC (triethyl amine). Run at time 1 hour. Yields the product C(C)OC(=O)C1CCC(C2=CC(=C(C=C12)C)C#CC1=CC=C(C=C1)CC(=O)OC(C)(C)C)(C)C (6-(4-tert-Butoxycarbonylmethyl-phenylethynyl)-4,4,7-trimethyl-1,2,3,4-tetrahydro-naphthalene-1-carboxylic acid ethyl ester), oil. Yield: 66.0%. RXN SMILES: [CH2:1]([O:3][C:4]([CH:6]1[C:15]2[C:10](=[CH:11][C:12]([C:17]#[C:18][Si](C)(C)C)=[C:13]([CH3:16])[CH:14]=2)[C:9]([CH3:24])([CH3:23])[CH2:8][CH2:7]1)=[O:5])[CH3:2].[F-].C([N+](CCCC)(CCCC)CCCC)CCC.[O:43]1CCCC1.C1(N(C[C:54]2C=C(C#C[Si](C)(C)C)C=C3[C:63]=2[O:62][C:61]([CH3:65])([CH3:64])[CH2:60]C3(C)C)C)CC1.[CH3:74][CH2:75][CH2:76][CH2:77][CH2:78][CH3:79]>[Cu]I.Cl[Pd](Cl)([P](C1C=CC=CC=1)(C1C=CC=CC=1)C1C=CC=CC=1)[P](C1C=CC=CC=1)(C1C=CC=CC=1)C1C=CC=CC=1.C(OCC)(=O)C.C(N(CC)CC)C.O>[CH2:1]([O:3][C:4]([CH:6]1[C:15]2[C:10](=[CH:11][C:12]([C:17]#[C:18][C:76]3[CH:75]=[CH:74][C:79]([CH2:54][C:63]([O:62][C:61]([CH3:65])([CH3:64])[CH3:60])=[O:43])=[CH:78][CH:77]=3)=[C:13]([CH3:16])[CH:14]=2)[C:9]([CH3:24])([CH3:23])[CH2:8][CH2:7]1)=[O:5])[CH3:2] |f:1.2,^1:84,103|. Procedure: 4,4,7-Trimethyl-6-trimethylsilanylethynyl-1,2,3,4-tetrahydro-naphthalene-1-carboxylic acid ethyl ester (Intermediate 193, 0.26 g, 0.76 mmol) was treated with a 1M solution of tetra-n-butyl ammonium fluoride in tetrahydrofuran (3 mL, 3 mmol) under argon and the resulting reaction mixture was stirred at ambient temperature for 1 h. Water was added and the reaction mixture was extracted with diethyl ether. The organic phase was washed with water and brine, dried over anhydrous sodium sulfate, filte... Reactants: ClCC=O (chloro-acetaldehyde), CS(=O)(=O)C1=CC=C(OC=2C=C(C(=NC2)NC(=S)N)OCCOC)C=C1 ([5-(4-Methanesulfonyl-phenoxy)-3-(2-methoxy-ethoxy)-pyridine-2-yl]-thiourea), ice water. Run in CN(C)C=O (DMF). Conditions: temperature 100 celsius, time 3 hour. Yields the product CS(=O)(=O)C1=CC=C(OC=2C=C(C(=NC2)NC=2SC=CN2)OCCOC)C=C1 ([5-(4-Methanesulfonyl-phenoxy)-3-(2-methoxy-ethoxy)-pyridine-2-yl]-thiazole-2-yl-amine). Yield: 22.0%. RXN SMILES: [CH3:1][S:2]([C:5]1[CH:26]=[CH:25][C:8]([O:9][C:10]2[CH:11]=[C:12]([O:20][CH2:21][CH2:22][O:23][CH3:24])[C:13]([NH:16][C:17]([NH2:19])=[S:18])=[N:14][CH:15]=2)=[CH:7][CH:6]=1)(=[O:4])=[O:3].Cl[CH2:28][CH:29]=O>CN(C=O)C>[CH3:1][S:2]([C:5]1[CH:26]=[CH:25][C:8]([O:9][C:10]2[CH:11]=[C:12]([O:20][CH2:21][CH2:22][O:23][CH3:24])[C:13]([NH:16][C:17]3[S:18][CH:28]=[CH:29][N:19]=3)=[N:14][CH:15]=2)=[CH:7][CH:6]=1)(=[O:3])=[O:4]. Procedure: [5-(4-Methanesulfonyl-phenoxy)-3-(2-methoxy-ethoxy)-pyridine-2-yl]-thiourea (0.28 mmol) is dissolved in DMF (1 ml) and chloro-acetaldehyde (1.1 eq., 55% in water) is added and stirred three hours at 100° C. After cooling to room temperature the suspension is pored into ice-water and extracted with methyl-tert.-butyl ether. The combined organic phases are washed with brine and dried over MgSO4. The solvent is removed in vacuo. [5-(4-Methanesulfonyl-phenoxy)-3-(2-methoxy-ethoxy)-pyridine-2-yl]-thi... Starting materials: CC(=O)OI1(C2=CC=CC=C2C(=O)O1)(OC(=O)C)OC(=O)C (1,1,1-triacetoxy-1,1-dihydro-1,2-benziodoxol-3(1H)-one), [Cl-].[NH4+] (ammonium chloride), O=C1N(C=2N(C(=C1CC1=CC=C(C=C1)C=1C(=CC=CC1)C#N)CCC)N=CN2)C2CCC(CC2)OCC=C (4′-({5-oxo-4-[4-(prop-2-en-1-yloxy)cyclohexyl]-7-propyl-4,5-dihydro[1,2,4]triazolo[1,5-a]pyrimidin-6-yl}methyl)biphenyl-2-carbonitrile), I(=O)(=O)(=O)[O-].[Na+] (sodium periodate), C(O)([O-])=O.[Na+] (sodium hydrogen carbonate), S(=S)(=O)([O-])[O-].[Na+].[Na+] (sodium thiosulfate), C[Mg]Br (methylmagnesium bromide). Reagents/catalysts: [Os]=O (osmium oxide). The solvent is O1CCCC1 (tetrahydrofuran), O (water), C(C)#N (acetonitrile), CC(=O)C (acetone), C(C)#N (acetonitrile), C(C)(=O)OCC (ethyl acetate), O (water). Reaction conditions: time 3 hour. Yields the product O=C1N(C=2N(C(=C1CC1=CC=C(C=C1)C=1C(=CC=CC1)C#N)CCC)N=CN2)C2CCC(CC2)OCC(C)=O (4′-({5-oxo-4-[4-(2-oxopropoxy)cyclohexyl]-7-propyl-4,5-dihydro[1,2,4]triazolo[1,5-a]pyrimidin-6-yl}methyl)biphenyl-2-carbonitrile). Yield: 9.2%. Reaction SMILES: [O:1]=[C:2]1[C:7]([CH2:8][C:9]2[CH:14]=[CH:13][C:12]([C:15]3[C:16]([C:21]#[N:22])=[CH:17][CH:18]=[CH:19][CH:20]=3)=[CH:11][CH:10]=2)=[C:6]([CH2:23][CH2:24][CH3:25])[N:5]2[N:26]=[CH:27][N:28]=[C:4]2[N:3]1[CH:29]1[CH2:34][CH2:33][CH:32]([O:35][CH2:36][CH:37]=[CH2:38])[CH2:31][CH2:30]1.I([O-])(=O)(=O)=[O:40].[Na+].C[Mg]Br.[Cl-].[NH4+].CC(OI1(OC(C)=O)(OC(C)=O)OC(=O)C2C1=CC=CC=2)=O.C(=O)([O-])O.[Na+].S([O-])([O-])(=O)=S.[Na+].[Na+]>C(OCC)(=O)C.O.O1CCCC1.C(#N)C.[Os]=O.CC(C)=O>[O:1]=[C:2]1[C:7]([CH2:8][C:9]2[CH:10]=[CH:11][C:12]([C:15]3[C:16]([C:21]#[N:22])=[CH:17][CH:18]=[CH:19][CH:20]=3)=[CH:13][CH:14]=2)=[C:6]([CH2:23][CH2:24][CH3:25])[N:5]2[N:26]=[CH:27][N:28]=[C:4]2[N:3]1[CH:29]1[CH2:30][CH2:31][CH:32]([O:35][CH2:36][C:37](=[O:40])[CH3:38])[CH2:33][CH2:34]1 |f:1.2,4.5,7.8,9.10.11|. Procedure: A mixture of 4′-({5-oxo-4-[4-(prop-2-en-1-yloxy)cyclohexyl]-7-propyl-4,5-dihydro[1,2,4]triazolo[1,5-a]pyrimidin-6-yl}methyl)biphenyl-2-carbonitrile (1.8 g), osmium oxide (7% immobilized catalyst, 0.92 g), sodium periodate (3.9 g), acetone (20 mL), acetonitrile (20 mL) and water (20 mL) was stirred at room temperature for 3 hr. The reaction mixture was diluted with ethyl acetate and water, and the insoluble material was filtered off through celite. The obtained organic layer was washed with satur... The reactants are ClC(Cl)Cl, O=C(OO)c1cccc(Cl)c1. Product: O=C(O)c1cccc(Cl)c1. RXN SMILES: [CH:12]([Cl:13])([Cl:14])[Cl:15].[Cl:1][c:2]1[cH:3][c:4]([C:5](=[O:6])[O:7][OH:8])[cH:9][cH:10][cH:11]1>>[Cl:1][c:2]1[cH:3][c:4]([C:5](=[O:6])[OH:7])[cH:9][cH:10][cH:11]1.